Dataset: the Open Reaction Database (ORD), a public repository of structured organic reaction records. Task: describe an organic reaction: reactants, conditions, products, and yield The reactants are BrCCC1=CC=CC=C1 ((2-Bromoethyl)benzene), C(=O)C1=CC=C(C(C(=O)O)=C1)O (5-formylsalicylic acid), C([O-])([O-])=O.[Cs+].[Cs+] (cesium carbonate). Reagents/catalysts: [I-].C(CCC)[N+](CCCC)(CCCC)CCCC (tetra-n-butylammonium iodide). Solvent: CN(C=O)C (N,N-dimethylformamide). Conditions: time 4 day. The product is C1(=CC=CC=C1)CCOC1=C(C(=O)OCCC2=CC=CC=C2)C=C(C=C1)C=O (2-Phenylethyl 2-(2-phenylethoxy)-5-formylbenzoate). As a reaction SMILES: Br[CH2:2][CH2:3][C:4]1[CH:9]=[CH:8][CH:7]=[CH:6][CH:5]=1.[CH:10]([C:12]1[CH:20]=[C:16]([C:17]([OH:19])=[O:18])[C:15]([OH:21])=[CH:14][CH:13]=1)=[O:11].C(=O)([O-])[O-].[Cs+].[Cs+]>[I-].C([N+](CCCC)(CCCC)CCCC)CCC.CN(C)C=O>[C:4]1([CH2:3][CH2:2][O:21][C:15]2[CH:14]=[CH:13][C:12]([CH:10]=[O:11])=[CH:20][C:16]=2[C:17]([O:19][CH2:2][CH2:3][C:4]2[CH:9]=[CH:8][CH:7]=[CH:6][CH:5]=2)=[O:18])[CH:9]=[CH:8][CH:7]=[CH:6][CH:5]=1 |f:2.3.4,5.6|. Procedure details: (2-Bromoethyl)benzene (41 mL, 0.3 mol, 5 eq) was added to a stirred solution of 5-formylsalicylic acid (10 g, 0.06 mol, 1 eq), tetra-n-butylammonium iodide (44 g, 0.12 mol, 2 eq) and cesium carbonate (39 g, 0.12 mol, 2 eq) in N,N-dimethylformamide (200 mL). The reaction mixture was stirred for 4 days, then concentrated in vacuo. The residue was diluted with ethyl acetate (200 mL) and the organic solution washed with water (200 mL), 1M HCl (2×200 mL), 1M sodium hydroxide (2×200 mL) and then brine... The reactants are COC1=NC=2C=C(C(=C(C2N=C1OC)C(=O)Cl)C)[N+](=O)[O-] (2,3-Dimethoxy-6-methyl-7-nitro-quinoxaline-5-carbonyl chloride), NC1=CC=C(C=C1)C (p-toluidine). Run in O1CCCC1 (tetrahydrofuran). Yields the product C1(=CC=C(C=C1)NC(=O)C=1C=2N=C(C(=NC2C=C(C1C)[N+](=O)[O-])OC)OC)C (2,3-Dimethoxy-6-methyl-7-nitro-quinoxaline-5-carboxylic acid, p-tolylamide). Reaction SMILES: [CH3:1][O:2][C:3]1[C:12]([O:13][CH3:14])=[N:11][C:10]2[C:9]([C:15](Cl)=[O:16])=[C:8]([CH3:18])[C:7]([N+:19]([O-:21])=[O:20])=[CH:6][C:5]=2[N:4]=1.[NH2:22][C:23]1[CH:28]=[CH:27][C:26]([CH3:29])=[CH:25][CH:24]=1>O1CCCC1>[C:26]1([CH3:29])[CH:27]=[CH:28][C:23]([NH:22][C:15]([C:9]2[C:10]3[N:11]=[C:12]([O:13][CH3:14])[C:3]([O:2][CH3:1])=[N:4][C:5]=3[CH:6]=[C:7]([N+:19]([O-:21])=[O:20])[C:8]=2[CH3:18])=[O:16])=[CH:24][CH:25]=1. Procedure details: Prepared from 2,3-dimethoxy-6-methyl-7-nitro-quinoxaline-5-carbonyl chloride (13) 250 mg (0.80 mmol) and p-toluidine 180 mg (1.68 mmol). Reaction was carried out in refluxing tetrahydrofuran for 50 hours, and the crude product was eluted through a flash column (7:3 hexanes:ethyl acetate), 200 mg (65%), mp 214-215° C.; 1H NMR (CDCl3): δ 8.33 (s, 1H), 7.69 (d, 2H, J=8.3 Hz), 7.65 (s, 1H), 7.15 (d, 2H, J=8.3 Hz), 4.17 (s, 3H), 4.03 (s, 3H), 2.58 (s, 3H), 2.32 (s, 3H); MS (APCI): m/z 383 (M+H). The reactants are COC(=O)c1ccc(OCCCCCCc2cccc(OC)c2OC)cc1O, CO, [Na+], [OH-]. Product: COc1cccc(CCCCCCOc2ccc(C(=O)O)c(O)c2)c1OC. RXN SMILES: [CH3:1][O:2][C:3]([c:4]1[c:5]([OH:27])[cH:6][c:7]([O:10][CH2:11][CH2:12][CH2:13][CH2:14][CH2:15][CH2:16][c:17]2[c:18]([O:25][CH3:26])[c:19]([O:23][CH3:24])[cH:20][cH:21][cH:22]2)[cH:8][cH:9]1)=[O:28].[CH3:29][OH:30].[Na+:32].[OH-:31]>>[O:2]=[C:3]([c:4]1[c:5]([OH:27])[cH:6][c:7]([O:10][CH2:11][CH2:12][CH2:13][CH2:14][CH2:15][CH2:16][c:17]2[c:18]([O:25][CH3:26])[c:19]([O:23][CH3:24])[cH:20][cH:21][cH:22]2)[cH:8][cH:9]1)[OH:28]. The reactants are nitro, ClCCCOC=1C=C(C=CC1OCCCCl)C1=CC2=NC=CC(=C2S1)OC1=C(C=C(C=C1)[N+](=O)[O-])F (2-(3,4-Bis(3-chloropropoxy)phenyl)-7-(2-fluoro-4-nitrophenoxy)thieno[3,2-b]pyridine), [NH4+].[Cl-] (NH4Cl). Reagents/catalysts: [Fe] (iron). Solvent: CO (MeOH), O (water), C(C)(=O)OCC (ethyl acetate). Yields the product ClCCCOC=1C=C(C=CC1OCCCCl)C1=CC2=NC=CC(=C2S1)OC1=C(C=C(N)C=C1)F (4-(2-(3,4-Bis(3-chloropropoxy)phenyl)thieno[3,2-b]pyridin-7-yloxy)-3-fluoroaniline). The yield is 8.4%. RXN SMILES: [Cl:1][CH2:2][CH2:3][CH2:4][O:5][C:6]1[CH:7]=[C:8]([C:17]2[S:25][C:24]3[C:19](=[N:20][CH:21]=[CH:22][C:23]=3[O:26][C:27]3[CH:32]=[CH:31][C:30]([N+:33]([O-])=O)=[CH:29][C:28]=3[F:36])[CH:18]=2)[CH:9]=[CH:10][C:11]=1[O:12][CH2:13][CH2:14][CH2:15][Cl:16].[NH4+].[Cl-]>CO.O.C(OCC)(=O)C.[Fe]>[Cl:1][CH2:2][CH2:3][CH2:4][O:5][C:6]1[CH:7]=[C:8]([C:17]2[S:25][C:24]3[C:19](=[N:20][CH:21]=[CH:22][C:23]=3[O:26][C:27]3[CH:32]=[CH:31][C:30]([NH2:33])=[CH:29][C:28]=3[F:36])[CH:18]=2)[CH:9]=[CH:10][C:11]=1[O:12][CH2:13][CH2:14][CH2:15][Cl:16] |f:1.2|. Reported procedure: To a stirred suspension of nitro compound 333 (32 mg, 0.57 mmol) in a mixture of MeOH (2 mL) and water (1 mL) were added iron powder (16 mg, 0.29 mmol) and NH4Cl (2.8 mg, 0.05 mmol). The reaction mixture was heated to reflux for 2.5 hrs, cooled to room temperature, diluted with ethyl acetate, filtered, and rinsed with AcOEt. The filtrate was successively washed with sat. ammonium chloride, sat. NaHCO3, water, dried over anhydrous MgSO4, filtered, and concentrated to afford title compound 334 (25... Reactants: ice water, [H-].[Na+] (NaH), ClCC(=O)OC (Methyl chloroacetate), NC=1N=CC2=C(N1)NC(C(=C2)C2=C(C=CC=C2Cl)Cl)=O (2-amino-6-(2,6-dichlorophenyl)-pyrido[2,3-d]pyrimidin-7(8H)-one). The solvent is CN(C=O)C (dimethylformamide). Reaction conditions: temperature 50 celsius. Product: COC(CN1C(C(=CC2=C1N=C(N=C2)N)C2=C(C=CC=C2Cl)Cl)=O)=O ([2-amino-6-(2,6-dichlorophenyl)-7-oxo-7H-pyrido[2,3-d]pyrimidin-8-yl]-acetic acid methyl ester). The yield is 60.7%. As a reaction SMILES: [H-].[Na+].[NH2:3][C:4]1[N:5]=[CH:6][C:7]2[CH:13]=[C:12]([C:14]3[C:19]([Cl:20])=[CH:18][CH:17]=[CH:16][C:15]=3[Cl:21])[C:11](=[O:22])[NH:10][C:8]=2[N:9]=1.Cl[CH2:24][C:25]([O:27][CH3:28])=[O:26]>CN(C)C=O>[CH3:28][O:27][C:25](=[O:26])[CH2:24][N:10]1[C:8]2[N:9]=[C:4]([NH2:3])[N:5]=[CH:6][C:7]=2[CH:13]=[C:12]([C:14]2[C:15]([Cl:21])=[CH:16][CH:17]=[CH:18][C:19]=2[Cl:20])[C:11]1=[O:22] |f:0.1|. Procedure details: To a suspension of NaH (60% in mineral oil, 38 mg) in 6 mL of dimethylformamide was added 2-amino-6-(2,6-dichlorophenyl)-pyrido[2,3-d]pyrimidin-7(8H)-one (203 mg, 0.66 mmol). The mixture was heated at 50° C. for 40 minutes resulting in a clear solution. Methyl chloroacetate (90 μL, 1.03 mmol) was added, and the solution was heated at 50° C. for 20 minutes, then cooled to room temperature and poured onto 30 mL of ice water. The resulting precipitate was removed by filtration and washed with water... Starting materials: OCC(C(=O)O)C1=CC=CC=C1 (α-(hydroxymethyl)benzeneacetic acid), C(OCC)(=O)Cl (ethyl carbonochloridate), NC1=CC(=C(C(=O)N[C@@H]2[C@@H](CN(CC2)CCN)OC)C=C1Cl)OC (cis-4-amino-N-[1-(2-aminoethyl)-3-methoxy-4-piperidinyl]-5-chloro-2-methoxybenzamide). The solvent is C(C)N(CC)CC (N,N-diethylethanamine), ClC(Cl)Cl (trichloromethane), ClC(Cl)Cl (trichloromethane). Reaction conditions: time 45 minute. The product is NC1=CC(=C(C(=O)N[C@@H]2[C@@H](CN(CC2)CCNC(C(C2=CC=CC=C2)CO)=O)OC)C=C1Cl)OC (cis-N-[2-[4-[(4-amino-5-chloro-2-methoxybenzoyl)amino]-3-methoxy-1-piperidinyl]ethyl]-α-(hydroxymethyl)benzeneacetamide). The yield is 10.0%. RXN SMILES: [OH:1][CH2:2][CH:3]([C:7]1[CH:12]=[CH:11][CH:10]=[CH:9][CH:8]=1)[C:4]([OH:6])=O.C(Cl)(=O)OCC.[NH2:19][C:20]1[C:39]([Cl:40])=[CH:38][C:23]([C:24]([NH:26][C@H:27]2[CH2:32][CH2:31][N:30]([CH2:33][CH2:34][NH2:35])[CH2:29][C@H:28]2[O:36][CH3:37])=[O:25])=[C:22]([O:41][CH3:42])[CH:21]=1>ClC(Cl)Cl.C(N(CC)CC)C>[NH2:19][C:20]1[C:39]([Cl:40])=[CH:38][C:23]([C:24]([NH:26][C@H:27]2[CH2:32][CH2:31][N:30]([CH2:33][CH2:34][NH:35][C:4](=[O:6])[CH:3]([CH2:2][OH:1])[C:7]3[CH:12]=[CH:11][CH:10]=[CH:9][CH:8]=3)[CH2:29][C@H:28]2[O:36][CH3:37])=[O:25])=[C:22]([O:41][CH3:42])[CH:21]=1. Procedure details: To a stirred suspension of 2.99 parts of α-(hydroxymethyl)benzeneacetic acid in 60 parts of trichloromethane were added dropwise first 1.82 parts of N,N-diethylethanamine and then 1.95 parts of ethyl carbonochloridate at a temperature below 5° C. Upon completion, stirring was continued for 45 minutes at this low temperature. The thus obtained solution was added dropwise to a solution of 5.35 parts of cis-4-amino-N-[1-(2-aminoethyl)-3-methoxy-4-piperidinyl]-5-chloro-2-methoxybenzamide in 45 parts... The reactants are ClC=1C=C(C=CC1Cl)N1CSC(C1=O)O (3-(3,4-dichlorophenyl)-5-hydroxythiazolidin4-one), I(=O)(=O)(=O)[O-].[Na+] (sodium periodate). The reagents and catalysts are [Ru](Cl)(Cl)Cl (Ruthenium trichioride). Solvent: CO (methanol), O (water), CO (methanol), O (water). Reaction conditions: time 2 hour. Yields the product ClC=1C=C(C=CC1Cl)N1COC(C1=O)O (3-(3,4-Dichlorophenyl)-5-hydroxyoxazolidin-4-one). The yield is 21.0%. RXN SMILES: [Cl:1][C:2]1[CH:3]=[C:4]([N:9]2[C:13](=[O:14])[CH:12]([OH:15])S[CH2:10]2)[CH:5]=[CH:6][C:7]=1[Cl:8].I([O-])(=O)(=O)=[O:17].[Na+]>CO.O.[Ru](Cl)(Cl)Cl>[Cl:1][C:2]1[CH:3]=[C:4]([N:9]2[C:13](=[O:14])[CH:12]([OH:15])[O:17][CH2:10]2)[CH:5]=[CH:6][C:7]=1[Cl:8] |f:1.2|. Procedure details: A stirred solution of 3-(3,4-dichlorophenyl)-5-hydroxythiazolidin4-one (264 mg, prepared as in Example 1 of WO 94/13652) in methanol (5 ml) was treated with a solution of sodium periodate (852 mg) in water (10 ml). More methanol (5 ml) was added to redissolve the cloudy precipitate which formed. Ruthenium trichioride (10 mg) was added, whereupon the solution turned brown, became warm and a precipitate slowly formed. The resultant slurry was stirred for 2 hours, then water (30 ml) was added and t...